From a dataset of the Open Reaction Database (ORD), a public repository of structured organic reaction records. describe an organic reaction: reactants, conditions, products, and yield Reactants: [Br-], CCCCBr, CCCC[N+](CCCC)(CCCC)CCCC, ClCCl, Nc1cc(O)c(C(=O)NCC2CN(Cc3ccccc3)CCO2)cc1Cl, [Na+], [OH-]. Yields the product CCCCOc1cc(N)c(Cl)cc1C(=O)NCC1CN(Cc2ccccc2)CCO1. RXN SMILES: [Br-:34].[CH2:27]([CH2:28][CH2:29][CH3:30])[Br:31].[CH3:35][CH2:36][CH2:37][CH2:38][N+:39]([CH2:40][CH2:41][CH2:42][CH3:43])([CH2:44][CH2:45][CH2:46][CH3:47])[CH2:48][CH2:49][CH2:50][CH3:51].[Cl:52][CH2:53][Cl:54].[NH2:1][c:2]1[cH:3][c:4]([OH:26])[c:5]([C:6](=[O:7])[NH:8][CH2:9][CH:10]2[O:11][CH2:12][CH2:13][N:14]([CH2:16][c:17]3[cH:18][cH:19][cH:20][cH:21][cH:22]3)[CH2:15]2)[cH:23][c:24]1[Cl:25].[Na+:33].[OH-:32]>>[NH2:1][c:2]1[cH:3][c:4]([O:26][CH2:27][CH2:28][CH2:29][CH3:30])[c:5]([C:6](=[O:7])[NH:8][CH2:9][CH:10]2[O:11][CH2:12][CH2:13][N:14]([CH2:16][c:17]3[cH:18][cH:19][cH:20][cH:21][cH:22]3)[CH2:15]2)[cH:23][c:24]1[Cl:25]. The reactants are [SiH](C)(C)C(F)(F)C(F)(F)C(F)(F)C(F)(F)C(F)(F)C(F)(F)C(F)(F)C(F)(F)F (HSi(CH3)2C8F17), C(F)(F)(C(F)(F)C(F)(F)C(F)(F)C(F)(F)C(F)(F)C(F)(F)C(F)(F)F)I (C8F17I). Yields the product [SiH](C)(C)CCCCCCCC (HSi(CH3)2C8H17). As a reaction SMILES: [SiH:1]([C:4]([C:7]([C:10]([C:13]([C:16]([C:19]([C:22]([C:25](F)(F)F)(F)F)(F)F)(F)F)(F)F)(F)F)(F)F)(F)F)([CH3:3])[CH3:2].C(I)(C(C(C(C(C(C(C(F)(F)F)(F)F)(F)F)(F)F)(F)F)(F)F)(F)F)(F)F>>[SiH:1]([CH2:4][CH2:7][CH2:10][CH2:13][CH2:16][CH2:19][CH2:22][CH3:25])([CH3:2])[CH3:3]. Procedure: A 10.14 g fraction of HSi(CH3)2C8F17 with a boiling point of 57-59° C. under a pressure of 11 mbar and which comprises, according to 19F NMR, approximately 5% of C8F17I is obtained (yield: 44%). The reactants are CS(=O)(=O)OCC#CC1=C(C=CC(=C1)C)NC(=O)C1CNC2=C(O1)C=CC(=C2)OC(F)(F)F (3-(5-methyl-2-(6-(trifluoromethoxy)-3,4-dihydro-2H-benzo[b][1,4]oxazine-2-carboxamido)phenyl)prop-2-ynyl methanesulfonate), CCN(C(C)C)C(C)C (DIEA), N1CCOCC1 (morpholine), ClCCl (dichloromethane). Run at time 10 hour. Product: Cl.Cl.CC1=CC(=C(C=C1)NC(=O)C1CNC2=C(O1)C=CC(=C2)OC(F)(F)F)C#CCN2CCOCC2 (N-(4-methyl-2-(3-morpholinoprop-1-ynyl)phenyl)-6-(trifluoromethoxy)-3,4-dihydro-2H-benzo[b][1,4]oxazine-2-carboxamide bis-hydrochloride). Yield: 22.0%. As a reaction SMILES: CS(OCC#[C:8][C:9]1[CH:14]=[C:13]([CH3:15])[CH:12]=[CH:11][C:10]=1[NH:16][C:17]([CH:19]1[O:24][C:23]2[CH:25]=[CH:26][C:27]([O:29][C:30]([F:33])([F:32])[F:31])=[CH:28][C:22]=2[NH:21][CH2:20]1)=[O:18])(=O)=O.[CH3:34][CH2:35][N:36]([CH:40]([CH3:42])C)[CH:37](C)[CH3:38].N1CC[O:46]CC1.[Cl:49]CCl>>[ClH:49].[ClH:49].[CH3:15][C:13]1[CH:12]=[CH:11][C:10]([NH:16][C:17]([CH:19]2[O:24][C:23]3[CH:25]=[CH:26][C:27]([O:29][C:30]([F:32])([F:33])[F:31])=[CH:28][C:22]=3[NH:21][CH2:20]2)=[O:18])=[C:9]([C:8]#[C:34][CH2:35][N:36]2[CH2:40][CH2:42][O:46][CH2:38][CH2:37]2)[CH:14]=1 |f:4.5.6|. Procedure details: To 3-(5-methyl-2-(6-(trifluoromethoxy)-3,4-dihydro-2H-benzo[b][1,4]oxazine-2-carboxamido)phenyl)prop-2-ynyl methanesulfonate (20 mg, 0.04 mmol) in dichloromethane (1 mL) and DIEA (0.1 mmol) was added morpholine (36 μL, 0.4 mmol). The mixture was stirred for 10 hrs at room temperature. The mixture was concentrated in vacuo and then taken up in methanol. Purification via HPLC (10-99% CH3CN/5 mM HCl) provided N-(4-methyl-2-(3-morpholinoprop-1-ynyl)phenyl)-6-(trifluoromethoxy)-3,4-dihydro-2H-benzo[b... Reactants: C(C1=CC=CC=C1)O[C@@H]([C@H](C=1OC(=NN1)C1=CC=C(C=C1)C#N)NC1=C(C(=C(C#N)C=C1)Cl)C)C(F)(F)F (4-((1R,2S)-2-(benzyloxy)-1-(5-(4-cyanophenyl)-1,3,4-oxadiazol-2-yl)-3,3,3-trifluoropropylamino)-2-chloro-3-methylbenzonitrile), B(Br)(Br)Br (BBr3). Yields the product ClC1=C(C#N)C=CC(=C1C)N[C@H]([C@@H](C(F)(F)F)O)C=1OC(=NN1)C1=CC=C(C=C1)C#N (2-chloro-4-((1R,2S)-1-(5-(4-cyanophenyl)-1,3,4-oxadiazol-2-yl)-3,3,3-trifluoro-2-hydroxypropylamino)-3-methylbenzonitrile). As a reaction SMILES: C([O:8][C@H:9]([C:35]([F:38])([F:37])[F:36])[C@@H:10]([NH:24][C:25]1[CH:32]=[CH:31][C:28]([C:29]#[N:30])=[C:27]([Cl:33])[C:26]=1[CH3:34])[C:11]1[O:12][C:13]([C:16]2[CH:21]=[CH:20][C:19]([C:22]#[N:23])=[CH:18][CH:17]=2)=[N:14][N:15]=1)C1C=CC=CC=1.B(Br)(Br)Br>C(Cl)Cl>[Cl:33][C:27]1[C:26]([CH3:34])=[C:25]([NH:24][C@@H:10]([C:11]2[O:12][C:13]([C:16]3[CH:17]=[CH:18][C:19]([C:22]#[N:23])=[CH:20][CH:21]=3)=[N:14][N:15]=2)[C@H:9]([OH:8])[C:35]([F:36])([F:37])[F:38])[CH:32]=[CH:31][C:28]=1[C:29]#[N:30]. Reported procedure: To a solution of 4-((1R,2S)-2-(benzyloxy)-1-(5-(4-cyanophenyl)-1,3,4-oxadiazol-2-yl)-3,3,3-trifluoropropylamino)-2-chloro-3-methylbenzonitrile (170 mg, 0.32 mmol) in DCM (15 mL) was added BBr3 (380 mg, 1.52 mmol) in 0.7 mL DCM at 0° C. The reaction mixture was stirred at 0° C. for 2 h until the starting material completely disappeared. The reaction was quenched with saturated aq. NaHCO3 solution, extracted with EtOAc. The EtOAc extracts were washed with water, brine and dried over Na2SO4. After ... Isolated yield 52.1%. The solvent is C(Cl)Cl (DCM), C(Cl)Cl (DCM). Reaction conditions: temperature 0 celsius, time 2 hour.